This data is from the Open Reaction Database (ORD), a public repository of structured organic reaction records. The task is: describe an organic reaction: reactants, conditions, products, and yield The reactants are CN(C)C=O (DMF), ClC1=CC=C(C=C1)N1N=NC(=C1C(C)C)C(=O)O (1-(4-chlorophenyl)-5-isopropyl-triazole-4-carboxylic acid), C(C(=O)Cl)(=O)Cl (oxalyl chloride). Solvent: ClCCl (dichloromethane). Conditions: time 5 minute. The product is ClC1=CC=C(C=C1)N1N=NC(=C1C(C)C)C(=O)Cl (1-(4-chlorophenyl)-5-isopropyl-triazole-4-carbonyl chloride). Reaction SMILES: [Cl:1][C:2]1[CH:7]=[CH:6][C:5]([N:8]2[C:12]([CH:13]([CH3:15])[CH3:14])=[C:11]([C:16]([OH:18])=O)[N:10]=[N:9]2)=[CH:4][CH:3]=1.CN(C=O)C.C(Cl)(=O)C([Cl:27])=O>ClCCl>[Cl:1][C:2]1[CH:7]=[CH:6][C:5]([N:8]2[C:12]([CH:13]([CH3:15])[CH3:14])=[C:11]([C:16]([Cl:27])=[O:18])[N:10]=[N:9]2)=[CH:4][CH:3]=1. Reported procedure: To a cooled (0° C.) solution of 1-(4-chlorophenyl)-5-isopropyl-triazole-4-carboxylic acid (830 mg, 3.13 mmol) in dichloromethane (3 mL) was added DMF (50 μL) followed by oxalyl chloride (546 μL, 6.26 mmol) dropwise. After 5 min, the ice bath was removed and the mixture was stirred at room temperature for 1 h. CH2Cl2 was removed in vacuo to give 1-(4-chlorophenyl)-5-isopropyl-triazole-4-carbonyl chloride as a white solid which was used in the next step without further purification. Starting materials: C1=C(OC=C(C1=O)O)CO (kojic acid), C([O-])([O-])=O.[K+].[K+] (potassium carbonate), [I-].[K+] (potassium iodide), BrCCC (1-bromopropane). The solvent is CN(C=O)C (N,N-dimethylformamide). Conditions: time 15 minute. The product is OCC=1OC=C(C(C1)=O)OCCC (2-Hydroxymethyl-5-propoxy-pyran-4-one). Reaction SMILES: [CH:1]1[C:6](=[O:7])[C:5]([OH:8])=[CH:4][O:3][C:2]=1[CH2:9][OH:10].C(=O)([O-])[O-].[K+].[K+].[I-].[K+].Br[CH2:20][CH2:21][CH3:22]>CN(C)C=O>[OH:10][CH2:9][C:2]1[O:3][CH:4]=[C:5]([O:8][CH2:20][CH2:21][CH3:22])[C:6](=[O:7])[CH:1]=1 |f:1.2.3,4.5|. Reported procedure: A mixture of kojic acid (28.4 g, 0.20 mole), 120 mL of N,N-dimethylformamide, potassium carbonate powder (27.6 g, 0.20 mole), potassium iodide (1.66 g, 0.01 mole), and 1-bromopropane (24.6 g, 0.20 mole) is stirred for 15 minutes at ambient temperature then stirred at 90° C. for 3 hours. The reaction mixture is cooled, evaporated to dryness in vacuo and then portioned between water and chloroform. The aqueous layer is extracted with chloroform (3×100 mL) and ethyl acetate (6×100 mL). The combined...